From a dataset of the Open Reaction Database (ORD), a public repository of structured organic reaction records. describe an organic reaction: reactants, conditions, products, and yield The reactants are ClC=1C=C(C(=NC1)OC1=CC=CC=C1)N (5-chloro-2-phenoxy-pyridin-3-ylamine), ClC1=C(C=C(C=C1)S(=O)(=O)Cl)C(F)(F)F (4-chloro-3-trifluoromethyl-benzenesulfonyl chloride). Run in N1=CC=CC=C1 (pyridine), N1=CC=CC=C1 (pyridine). Conditions: time 5 hour. Yields the product ClC1=C(C=C(C=C1)S(=O)(=O)NC=1C(=NC=C(C1)Cl)OC1=CC=CC=C1)C(F)(F)F (4-Chloro-N-(5-chloro-2-Phenoxy-pyridin-3-yl)-3-trifluoromethyl-benzene sulfonamide). Reaction SMILES: [Cl:1][C:2]1[CH:3]=[C:4]([NH2:15])[C:5]([O:8][C:9]2[CH:14]=[CH:13][CH:12]=[CH:11][CH:10]=2)=[N:6][CH:7]=1.[Cl:16][C:17]1[CH:22]=[CH:21][C:20]([S:23](Cl)(=[O:25])=[O:24])=[CH:19][C:18]=1[C:27]([F:30])([F:29])[F:28]>N1C=CC=CC=1>[Cl:16][C:17]1[CH:22]=[CH:21][C:20]([S:23]([NH:15][C:4]2[C:5]([O:8][C:9]3[CH:14]=[CH:13][CH:12]=[CH:11][CH:10]=3)=[N:6][CH:7]=[C:2]([Cl:1])[CH:3]=2)(=[O:24])=[O:25])=[CH:19][C:18]=1[C:27]([F:30])([F:28])[F:29]. Reported procedure: To a solution of 5-chloro-2-phenoxy-pyridin-3-ylamine (60 mg, 0.27 mmol) in anhydrous pyridine (0.5 mL) was added drop wise a solution of 4-chloro-3-trifluoromethyl-benzenesulfonyl chloride (76 mg, 0.27 mmol) in pyridine (0.5 mL). The resulting mixture was stirred at room temperature for 5 h. The reaction mixture was separated by preparative HPLC using acetonitrile-water solvent mixture and pure product fractions were lyophilized to provide pure product as a solid. 1H NMR (400 MHz, CDCl3) δ 8.14...